This data is from the Open Reaction Database (ORD), a public repository of structured organic reaction records. The task is: describe an organic reaction: reactants, conditions, products, and yield Procedure details: (3aS,7aR)-3-(3-(3-fluoro-4-(1-((2-(trimethylsilyl)ethoxy)methyl)-1H-1,2,4-triazol-5-yl)phenyl)pyrazolo[1,5-a]pyrimidin-5-yl)hexahydrobenzo[d]oxazol-2(3H)-one (17 mg, 52%) was prepared by the procedure described in Example 1, Step 8, using (3aS,7aR)-3-(3-bromopyrazolo[1,5-a]pyrimidin-5-yl)hexahydrobenzo[d]oxazol-2(3H)-one and 5-(2-fluoro-4-(4,4,5,5-tetramethyl-1,3,2-dioxaborolan-2-yl)phenyl)-1-((2-(trimethylsilyl)ethoxy)methyl)-1H-1,2,4-triazole. Reactants: BrC=1C=NN2C1N=C(C=C2)N2C(O[C@H]1[C@@H]2CCCC1)=O ((3aS,7aR)-3-(3-bromopyrazolo[1,5-a]pyrimidin-5-yl)hexahydrobenzo[d]oxazol-2(3H)-one), FC1=C(C=CC(=C1)B1OC(C(O1)(C)C)(C)C)C1=NC=NN1COCC[Si](C)(C)C (5-(2-fluoro-4-(4,4,5,5-tetramethyl-1,3,2-dioxaborolan-2-yl)phenyl)-1-((2-(trimethylsilyl)ethoxy)methyl)-1H-1,2,4-triazole). The product is FC=1C=C(C=CC1C1=NC=NN1COCC[Si](C)(C)C)C=1C=NN2C1N=C(C=C2)N2C(O[C@H]1[C@@H]2CCCC1)=O ((3aS,7aR)-3-(3-(3-fluoro-4-(1-((2-(trimethylsilyl)ethoxy)methyl)-1H-1,2,4-triazol-5-yl)phenyl)pyrazolo[1,5-a]pyrimidin-5-yl)hexahydrobenzo[d]oxazol-2(3H)-one). As a reaction SMILES: Br[C:2]1[CH:3]=[N:4][N:5]2[CH:10]=[CH:9][C:8]([N:11]3[C@H:15]4[CH2:16][CH2:17][CH2:18][CH2:19][C@H:14]4[O:13][C:12]3=[O:20])=[N:7][C:6]=12.[F:21][C:22]1[CH:27]=[C:26](B2OC(C)(C)C(C)(C)O2)[CH:25]=[CH:24][C:23]=1[C:37]1[N:41]([CH2:42][O:43][CH2:44][CH2:45][Si:46]([CH3:49])([CH3:48])[CH3:47])[N:40]=[CH:39][N:38]=1>>[F:21][C:22]1[CH:27]=[C:26]([C:2]2[CH:3]=[N:4][N:5]3[CH:10]=[CH:9][C:8]([N:11]4[C@H:15]5[CH2:16][CH2:17][CH2:18][CH2:19][C@H:14]5[O:13][C:12]4=[O:20])=[N:7][C:6]=23)[CH:25]=[CH:24][C:23]=1[C:37]1[N:41]([CH2:42][O:43][CH2:44][CH2:45][Si:46]([CH3:49])([CH3:48])[CH3:47])[N:40]=[CH:39][N:38]=1. Yield: 52.0%. The reactants are N#CC1(c2ccc(Br)cc2)CC1, [Li]CCCC, C1CCOC1, CCCCCC, O=CC1CCCC1. Product: N#CC1(c2ccc(C(O)C3CCCC3)cc2)CC1. Reaction SMILES: [Br:1][c:2]1[cH:3][cH:4][c:5]([C:8]2([C:11]#[N:12])[CH2:9][CH2:10]2)[cH:6][cH:7]1.[CH2:13]([Li:14])[CH2:15][CH2:16][CH3:17].[CH2:31]1[O:32][CH2:33][CH2:34][CH2:35]1.[CH3:25][CH2:26][CH2:27][CH2:28][CH2:29][CH3:30].[CH:18]1([CH:23]=[O:24])[CH2:19][CH2:20][CH2:21][CH2:22]1>>[c:2]1([CH:23]([CH:18]2[CH2:19][CH2:20][CH2:21][CH2:22]2)[OH:24])[cH:3][cH:4][c:5]([C:8]2([C:11]#[N:12])[CH2:9][CH2:10]2)[cH:6][cH:7]1. The product is C(CCC)OCCOC1=CC=C(C=C1)C=1C=CC2=C(C=C(CCN2CC2=C(N=CS2)C)C(=O)O)C1 (7-(4-butoxyethoxyphenyl)-1-[(4-methylthiazol-5-yl)methyl]-2,3-dihydro-1-benzazepine-4-carboxylic acid). Starting materials: C(CCC)OCCOC1=CC=C(C=C1)C=1C=CC2=C(C=C(CCN2CC2=C(N=CS2)C)C(=O)OC)C1 (methyl 7-(4-butoxyethoxyphenyl)-1-[(4-methylthiazol-5-yl)methyl]-2,3-dihydro-1-benzazepine-4-carboxylate), Cl (hydrochloric acid), [OH-].[Na+] (sodium hydroxide), O (water). Conditions: time 1 day. Procedure: To a solution of methyl 7-(4-butoxyethoxyphenyl)-1-[(4-methylthiazol-5-yl)methyl]-2,3-dihydro-1-benzazepine-4-carboxylate (284 mg) in a mixture of tetrahydrofuran (18 ml) and methanol (18 ml) was added 1N sodium hydroxide solution (6 ml), and the mixture was stirred at room temperature for 1 day. Then, to the mixture was added water at 0° C., and 1N hydrochloric acid was further added to neutral, and the mixture was extracted with ethyl acetate. The organic layer was washed with water and satura... Isolated yield 72.8%. Solvent: O1CCCC1 (tetrahydrofuran), CO (methanol). Reaction SMILES: [CH2:1]([O:5][CH2:6][CH2:7][O:8][C:9]1[CH:14]=[CH:13][C:12]([C:15]2[CH:16]=[CH:17][C:18]3[N:24]([CH2:25][C:26]4[S:30][CH:29]=[N:28][C:27]=4[CH3:31])[CH2:23][CH2:22][C:21]([C:32]([O:34]C)=[O:33])=[CH:20][C:19]=3[CH:36]=2)=[CH:11][CH:10]=1)[CH2:2][CH2:3][CH3:4].[OH-].[Na+].O.Cl>O1CCCC1.CO>[CH2:1]([O:5][CH2:6][CH2:7][O:8][C:9]1[CH:14]=[CH:13][C:12]([C:15]2[CH:16]=[CH:17][C:18]3[N:24]([CH2:25][C:26]4[S:30][CH:29]=[N:28][C:27]=4[CH3:31])[CH2:23][CH2:22][C:21]([C:32]([OH:34])=[O:33])=[CH:20][C:19]=3[CH:36]=2)=[CH:11][CH:10]=1)[CH2:2][CH2:3][CH3:4] |f:1.2|.